Dataset: the Open Reaction Database (ORD), a public repository of structured organic reaction records. Task: describe an organic reaction: reactants, conditions, products, and yield Starting materials: CCC(C)C(NC(=O)OCc1ccccc1)C(=O)O, CCN=C=NCCCN(C)C, ClCCl, Cl, OC1CCCC1. Yields the product CCC(C)C(NC(=O)OCc1ccccc1)C(=O)OC1CCCC1. As a reaction SMILES: [CH2:1]([c:2]1[cH:3][cH:4][cH:5][cH:6][cH:7]1)[O:8][C:9](=[O:10])[NH:11][CH:12]([CH:13]([CH3:14])[CH2:15][CH3:16])[C:17](=[O:18])[OH:19].[CH3:21][N:22]([CH3:23])[CH2:24][CH2:25][CH2:26][N:27]=[C:28]=[N:29][CH2:30][CH3:31].[Cl:38][CH2:39][Cl:40].[ClH:20].[OH:32][CH:33]1[CH2:34][CH2:35][CH2:36][CH2:37]1>>[CH2:1]([c:2]1[cH:3][cH:4][cH:5][cH:6][cH:7]1)[O:8][C:9](=[O:10])[NH:11][CH:12]([CH:13]([CH3:14])[CH2:15][CH3:16])[C:17]([O:18][CH:33]1[CH2:34][CH2:35][CH2:36][CH2:37]1)=[O:19]. The reactants are C1(=CC=CC=C1)COC(C(CCOC(CCCCCCCCC)=O)(C)C)=O (2,2-dimethyl-4-[(1-oxodecyl)oxy]butanoic acid phenylmethyl ester). Reagents/catalysts: [OH-].[OH-].[Pd+2] (Pd(OH)2). The solvent is C(C)O (ethanol). Conditions: time 2 hour. Yields the product CC(C(=O)O)(CCOC(CCCCCCCCC)=O)C (2,2-dimethyl-4-[(1-oxodecyl)oxy]butanoic acid). Isolated yield 96.6%. Reaction SMILES: C1(C[O:8][C:9](=[O:27])[C:10]([CH3:26])([CH3:25])[CH2:11][CH2:12][O:13][C:14](=[O:24])[CH2:15][CH2:16][CH2:17][CH2:18][CH2:19][CH2:20][CH2:21][CH2:22][CH3:23])C=CC=CC=1>[OH-].[OH-].[Pd+2].C(O)C>[CH3:26][C:10]([CH3:25])([CH2:11][CH2:12][O:13][C:14](=[O:24])[CH2:15][CH2:16][CH2:17][CH2:18][CH2:19][CH2:20][CH2:21][CH2:22][CH3:23])[C:9]([OH:27])=[O:8] |f:1.2.3|. Procedure details: A mixture of 2,2-dimethyl-4-[(1-oxodecyl)oxy]butanoic acid phenylmethyl ester (33.9 g), 20% Pd(OH)2 /C (2.0 g), and ethanol (150 mL) was hydrogenated at 50 psi at room temperature for 2 hours, filtered to remove the catalyst, and concentrated to afford 24.9 g (96.5%) of 2,2-dimethyl-4-[(1-oxodecyl)oxy]butanoic acid as a colorless oil. A portion was evaporatively distilled to afford an analytical sample: bp 190° C./0.02 mm; IR (CHC3) 1733 (C=O) and 1704 cm-1 (C=O); NMR (CDCl3) δ 0.87 (t, 3, CH3),...